This data is from the Open Reaction Database (ORD), a public repository of structured organic reaction records. The task is: describe an organic reaction: reactants, conditions, products, and yield The reactants are C(C)(C)(C)OC(N[C@H](C)C1=NN=C(N1CC)SC)=O ([(R)-1-(4-ethyl-5-methylsulfanyl-4H-[1,2,4]triazol-3-yl)ethyl]-carbamic acid t-butyl ester), m-perchlorobenzoic acid, C(Cl)(Cl)Cl (chloroform), [O-]S(=O)(=S)[O-].[Na+].[Na+] (Na2S2O3), [OH-].[Na+] (sodium hydroxide). Reaction conditions: time 3 hour. The product is C(C)(C)(C)OC(N[C@H](C)C1=NN=C(N1CC)S(=O)(=O)C)=O ([(R)-1-(4-ethyl-5-methanesulfonyl-4H-[1,2,4]triazol-3-yl)ethyl]-carbamic acid t-butyl ester). Reaction SMILES: [C:1]([O:5][C:6](=[O:19])[NH:7][C@@H:8]([C:10]1[N:14]([CH2:15][CH3:16])[C:13](SC)=[N:12][N:11]=1)[CH3:9])([CH3:4])([CH3:3])[CH3:2].[O-:20][S:21]([O-:24])(=S)=O.[Na+].[Na+].[OH-].[Na+].[CH:29](Cl)(Cl)Cl>>[C:1]([O:5][C:6](=[O:19])[NH:7][C@@H:8]([C:10]1[N:14]([CH2:15][CH3:16])[C:13]([S:21]([CH3:29])(=[O:24])=[O:20])=[N:12][N:11]=1)[CH3:9])([CH3:2])([CH3:3])[CH3:4] |f:1.2.3,4.5|. Procedure details: To a chloroform (293 ml) solution of the [(R)-1-(4-ethyl-5-methylsulfanyl-4H-[1,2,4]triazol-3-yl)ethyl]-carbamic acid t-butyl ester (21.0 g) obtained in Example 8-(4), m-perchlorobenzoic acid (43.0 g) was added in four portions while being cooled with ice. The mixture was stirred for 3 hours at room temperature, and then stirred for 1 hour at 40° C. To the reaction mixture, Na2S2O3 (12.9 g) and an aqueous solution (300 ml) of sodium hydroxide (1 mol/liter) were added. The organic layer was separ... Starting materials: CCO, COc1ccc(CC(=O)c2cc(Cl)c(O)cc2O)cc1, NN, O. Product: COc1ccc(CC(=NN)c2cc(Cl)c(O)cc2O)cc1. Reaction SMILES: [CH3:24][CH2:25][OH:26].[Cl:4][c:5]1[c:6]([OH:23])[cH:7][c:8]([OH:22])[c:9]([C:11]([CH2:12][c:13]2[cH:14][cH:15][c:16]([O:19][CH3:20])[cH:17][cH:18]2)=[O:21])[cH:10]1.[NH2:2][NH2:3].[OH2:1]>>[N:2]([NH2:3])=[C:11]([c:9]1[c:8]([OH:22])[cH:7][c:6]([OH:23])[c:5]([Cl:4])[cH:10]1)[CH2:12][c:13]1[cH:14][cH:15][c:16]([O:19][CH3:20])[cH:17][cH:18]1. Reactants: ( 45 ), ClC=1C=C(C=CC1CC1C(CCCC1)=O)C(C)Br (1-[3-chloro-4-(2-oxocyclohexane-1-yl methyl)phenyl]ethylbromide), C(CO)O (ethylene glycol), C1(=CC=C(C=C1)S(=O)(=O)O)C (p-toluenesulfonic acid). Run in C1=CC=CC=C1 (benzene). Yields the product ClC=1C=C(C=CC1CC1C2(CCCC1)OCCO2)C(C)Br (1-[3-chloro-4-(2,2-ethylenedioxycyclohexane-1-yl methyl)phenyl]ethylbromide). RXN SMILES: [Cl:1][C:2]1[CH:3]=[C:4]([CH:16]([Br:18])[CH3:17])[CH:5]=[CH:6][C:7]=1[CH2:8][CH:9]1[CH2:14][CH2:13][CH2:12][CH2:11][C:10]1=[O:15].[CH2:19](O)[CH2:20][OH:21].C1(C)C=CC(S(O)(=O)=O)=CC=1>C1C=CC=CC=1>[Cl:1][C:2]1[CH:3]=[C:4]([CH:16]([Br:18])[CH3:17])[CH:5]=[CH:6][C:7]=1[CH2:8][CH:9]1[CH2:14][CH2:13][CH2:12][CH2:11][C:10]21[O:21][CH2:20][CH2:19][O:15]2. Reported procedure: Forty-five (45) grams of 1-[3-chloro-4-(2-oxocyclohexane-1-yl methyl)phenyl]ethylbromide were dissolved in 200 ml of benzene and then incorporated with 12.7 g of ethylene glycol and 0.12 g of p-toluenesulfonic acid, after which the whole was refluxed under agitation for 4 hours. After the end of the reaction, the reaction mixture was washed with water, an aqueous solution of sodium hydrogen carbonate and water in this order. Then, the organic layer obtained was dried and thereafter freed of the ... The reactants are CN1N=NN=C1SCC=1CS[C@H]2N(C1C(=O)O)C(C2NC(C(=O)C=2N=C(SC2)NC=O)=O)=O (3-(1-methyl-1H-tetrazol-5-yl)thiomethyl-7-[2-(2-formylamino-1,3-thiazol-4-yl)glyoxylamido]-3-cephem-4-carboxylic acid), CN1N=NN=C1SCC=1CS[C@H]2N(C1C(=O)O)C(C2NC(C(=O)C=2NC(SC2)=NC=O)=O)=O (3-(1-methyl-1H-tetrazol-5-yl)thiomethyl-7-[2-(2-formylimino-2,3-dihydro-1,3-thiazol-4-yl)glyoxylamido]-3-cephem-4-carboxylic acid), P(=O)(Cl)(Cl)Cl (phosphorus oxychloride). The solvent is CO (methanol). The product is Cl.CN1N=NN=C1SCC=1CS[C@H]2N(C1C(=O)O)C(C2NC(C(=O)C=2N=C(SC2)N)=O)=O (3-(1-methyl-1H-tetrazol-5-yl)thiomethyl-7-[2-(2-amino-1,3-thiazol-4-yl)glyoxylamido]-3-cephem-4-carboxylic acid hydrochloride). RXN SMILES: [CH3:1][N:2]1[C:6]([S:7][CH2:8][C:9]2[CH2:10][S:11][C@@H:12]3[CH:19]([NH:20][C:21](=[O:32])[C:22]([C:24]4[N:25]=[C:26]([NH:29]C=O)[S:27][CH:28]=4)=[O:23])[C:18](=[O:33])[N:13]3[C:14]=2[C:15]([OH:17])=[O:16])=[N:5][N:4]=[N:3]1.P(Cl)(Cl)([Cl:36])=O>CO>[ClH:36].[CH3:1][N:2]1[C:6]([S:7][CH2:8][C:9]2[CH2:10][S:11][C@@H:12]3[CH:19]([NH:20][C:21](=[O:32])[C:22]([C:24]4[N:25]=[C:26]([NH2:29])[S:27][CH:28]=4)=[O:23])[C:18](=[O:33])[N:13]3[C:14]=2[C:15]([OH:17])=[O:16])=[N:5][N:4]=[N:3]1 |f:3.4|. Procedure: To a mixture of 3-(1-methyl-1H-tetrazol-5-yl)thiomethyl-7-[2-(2-formylamino-1,3-thiazol-4-yl)glyoxylamido]-3-cephem-4-carboxylic acid, which can be represented as 3-(1-methyl-1H-tetrazol-5-yl)thiomethyl-7-[2-(2-formylimino-2,3-dihydro-1,3-thiazol-4-yl)glyoxylamido]-3-cephem-4-carboxylic acid, (24.8 g.) in methanol (500 ml.) was dropwise added phosphorus oxychloride (16.4 g.) over 15 minutes under cooling at 5° to 10° C. with stirring, and the mixture was stirred for 2.5 hours at the same tempera... Reactants: [BH3-]C#N.[Na+] (NaBH3CN), C(C)#N (acetonitrile), NC=1C=C2C=CC=NC2=CC1 (6-aminoquinoline), NC=1C=C2C=CC=NC2=CC1 (6-aminoquinoline), C(C=O)(=O)O (glyoxylic acid), C(C)#N (acetonitrile). Reaction conditions: time 48 hour. Product: N1=CC=CC2=CC(=CC=C12)NCC(=O)OCC (ethyl N-(6-quinolinyl)glycinate). Yield: 87.0%. RXN SMILES: [NH2:1][C:2]1[CH:3]=[C:4]2[C:9](=[CH:10][CH:11]=1)[N:8]=[CH:7][CH:6]=[CH:5]2.[C:12]([OH:16])(=[O:15])[CH:13]=O.[BH3-]C#N.[Na+].[C:21](#N)[CH3:22]>>[N:8]1[C:9]2[C:4](=[CH:3][C:2]([NH:1][CH2:13][C:12]([O:16][CH2:21][CH3:22])=[O:15])=[CH:11][CH:10]=2)[CH:5]=[CH:6][CH:7]=1 |f:2.3|. Reported procedure: To a stirred solution of 6-aminoquinoline (compound IV, FIG. 3B) (0.72 g, 5 mmol) in acetonitrile (20 ml) was added 33% aqueous glyoxylic acid (1.85 g, 20 mmole) solution. A solution of NaBH3CN (0.64 g, 10.2 mmol) in acetonitrile (20 ml) was then added at 3° C. over 20 minutes and the reaction mixture was warmed to room temperature and stirred for 48 hours. Acetonitrile was evaporated under vacuum, water (20 ml) was added to the residue, the solution was alkalinized to pH 9.5, and unreacted amin... Reactants: C(C1=CC=CC=C1)OC(=O)N[C@H](C(=O)OC)CC(CC)(F)F ((S)-methyl 2-(benzyloxycarbonylamino)-4,4-difluorohexanoate), Br (hydrogen bromide). Yields the product Br.N[C@H](C(=O)OC)CC(CC)(F)F ((S)-methyl 2-amino-4,4-difluorohexanoate hydrobromide). Reaction SMILES: C(OC([NH:11][C@@H:12]([CH2:17][C:18]([F:22])([F:21])[CH2:19][CH3:20])[C:13]([O:15][CH3:16])=[O:14])=O)C1C=CC=CC=1.[BrH:23]>>[BrH:23].[NH2:11][C@@H:12]([CH2:17][C:18]([F:21])([F:22])[CH2:19][CH3:20])[C:13]([O:15][CH3:16])=[O:14] |f:2.3|. Procedure: Following the procedure of Synthesis Example 2, a mixture of (S)-methyl 2-(benzyloxycarbonylamino)-4,4-difluorohexanoate and hydrogen bromide were reacted together to give (S)-methyl 2-amino-4,4-difluorohexanoate hydrobromide.